From a dataset of the Open Reaction Database (ORD), a public repository of structured organic reaction records. describe an organic reaction: reactants, conditions, products, and yield Starting materials: CC(C)=CCCC(C)=CCCC(C)=CCCC(C)=CCCC(C)=CCCC(C)=CCCC(C)=CCCC(C)=CCCC(C)=CCCC(C)=CCBr, NCC12CCCN1CCC2, c1ccccc1. Product: CC(C)=CCCC(C)=CCCC(C)=CCCC(C)=CCCC(C)=CCCC(C)=CCCC(C)=CCCC(C)=CCCC(C)=CCCC(C)=CCNCC12CCCN1CCC2. As a reaction SMILES: [Br:1][CH2:2][CH:3]=[C:4]([CH2:5][CH2:6][CH:7]=[C:8]([CH2:9][CH2:10][CH:11]=[C:12]([CH2:13][CH2:14][CH:15]=[C:16]([CH2:17][CH2:18][CH:19]=[C:20]([CH2:21][CH2:22][CH:23]=[C:24]([CH2:25][CH2:26][CH:27]=[C:28]([CH2:29][CH2:30][CH:31]=[C:32]([CH2:33][CH2:34][CH:35]=[C:36]([CH2:37][CH2:38][CH:39]=[C:40]([CH3:41])[CH3:42])[CH3:43])[CH3:44])[CH3:45])[CH3:46])[CH3:47])[CH3:48])[CH3:49])[CH3:50])[CH3:51].[NH2:52][CH2:53][C:54]12[CH2:55][CH2:56][CH2:57][N:58]1[CH2:59][CH2:60][CH2:61]2.[cH:62]1[cH:63][cH:64][cH:65][cH:66][cH:67]1>>[CH2:2]([CH:3]=[C:4]([CH2:5][CH2:6][CH:7]=[C:8]([CH2:9][CH2:10][CH:11]=[C:12]([CH2:13][CH2:14][CH:15]=[C:16]([CH2:17][CH2:18][CH:19]=[C:20]([CH2:21][CH2:22][CH:23]=[C:24]([CH2:25][CH2:26][CH:27]=[C:28]([CH2:29][CH2:30][CH:31]=[C:32]([CH2:33][CH2:34][CH:35]=[C:36]([CH2:37][CH2:38][CH:39]=[C:40]([CH3:41])[CH3:42])[CH3:43])[CH3:44])[CH3:45])[CH3:46])[CH3:47])[CH3:48])[CH3:49])[CH3:50])[CH3:51])[NH:52][CH2:53][C:54]12[CH2:55][CH2:56][CH2:57][N:58]1[CH2:59][CH2:60][CH2:61]2. Starting materials: CCOP(=O)(CP(=O)(OCC)OCC)OCC, C[Si](C)(C)[N-][Si](C)(C)C, CCOC(C)=O, COC(=O)c1ccc(C=O)cc1, [Li+], C1CCOC1. Yields the product CCOP(=O)(C=Cc1ccc(C(=O)OC)cc1)OCC. RXN SMILES: [CH2:11]([P:12](=[O:13])([O:14][CH2:15][CH3:16])[O:17][CH2:18][CH3:19])[P:20]([O:21][CH2:22][CH3:23])([O:24][CH2:25][CH3:26])=[O:27].[CH3:1][Si:2]([N-:3][Si:4]([CH3:5])([CH3:6])[CH3:7])([CH3:8])[CH3:9].[CH3:40][CH2:41][O:42][C:43](=[O:44])[CH3:45].[CH:28](=[O:29])[c:30]1[cH:31][cH:32][c:33]([C:34](=[O:35])[O:36][CH3:37])[cH:38][cH:39]1.[Li+:10].[O:46]1[CH2:47][CH2:48][CH2:49][CH2:50]1>>[CH:11]([P:20]([O:21][CH2:22][CH3:23])([O:24][CH2:25][CH3:26])=[O:27])=[CH:28][c:30]1[cH:31][cH:32][c:33]([C:34](=[O:35])[O:36][CH3:37])[cH:38][cH:39]1.